From a dataset of the Open Reaction Database (ORD), a public repository of structured organic reaction records. describe an organic reaction: reactants, conditions, products, and yield Yields the product C(C)(C)(C)OC(=O)N1CCN(CC1)CC(=O)O (4-carboxymethyl-piperazine-1-carboxylic acid tert-butyl ester). The solvent is CO (methanol). Procedure: A solution of 4-ethoxycarbonylmethyl-piperazine-1-carboxylic acid tert-butyl ester (1.3 g, 4.78 mmol) in methanol (50 ml) was treated with NaOH (1N, 10 ml, 10 mmol) and stirred for 4 h. The mixture is concentrated and the residue is adjusted to pH 6 with 5% citric acid solution. The mixture is extracted with ethyl acetate, dried over sodium sulfate and concentrated to give 4-carboxymethyl-piperazine-1-carboxylic acid tert-butyl ester, 445 mg (38%) as a white solid. ESI MS m/z 1179 (M+H+); 1H NMR... Starting materials: C(C)(C)(C)OC(=O)N1CCN(CC1)CC(=O)OCC (4-ethoxycarbonylmethyl-piperazine-1-carboxylic acid tert-butyl ester), [OH-].[Na+] (NaOH). Run at time 4 hour. As a reaction SMILES: [C:1]([O:5][C:6]([N:8]1[CH2:13][CH2:12][N:11]([CH2:14][C:15]([O:17]CC)=[O:16])[CH2:10][CH2:9]1)=[O:7])([CH3:4])([CH3:3])[CH3:2].[OH-].[Na+]>CO>[C:1]([O:5][C:6]([N:8]1[CH2:9][CH2:10][N:11]([CH2:14][C:15]([OH:17])=[O:16])[CH2:12][CH2:13]1)=[O:7])([CH3:4])([CH3:2])[CH3:3] |f:1.2|. Starting materials: FC(C=1C=C(C=C(C1)C(F)(F)F)[C@@H]1[C@@H](N(C(O1)=O)CC1=C(C=CC(=C1)[N+](=O)[O-])Br)C)(F)F ((4S,5R)-5-[3,5-bis(trifluoromethyl)phenyl]-3-(2-bromo-5-nitrobenzyl)-4-methyl-1,3-oxazolidin-2-one), CC1CNCCC1 (3-methylpiperidine), C1(=CC=CC=C1)P(C1=C(C2=CC=CC=C2C=C1)C1=C(C=CC2=CC=CC=C12)P(C1=CC=CC=C1)C1=CC=CC=C1)C1=CC=CC=C1 ((±)-2,2′-bis(diphenylphosphino)-1,1′-binaphthalene), C([O-])([O-])=O.[Cs+].[Cs+] (cesium carbonate). Reagents/catalysts: C(C)(=O)[O-].[Pd+2].C(C)(=O)[O-] (palladium(II) acetate). Solvent: C1CCOC1 (THF). Yields the product FC(C=1C=C(C=C(C1)C(F)(F)F)[C@@H]1[C@@H](N(C(O1)=O)CC1=C(C=CC(=C1)[N+](=O)[O-])N1CC(CCC1)C)C)(F)F ((4S,5R)-5-[3,5-bis(trifluoromethyl)phenyl]-4-methyl-3-[2-(3-methylpiperidin-1-yl)-5-nitrobenzyl]-1,3-oxazolidin-2-one). As a reaction SMILES: [F:1][C:2]([F:32])([F:31])[C:3]1[CH:4]=[C:5]([C@H:13]2[O:17][C:16](=[O:18])[N:15]([CH2:19][C:20]3[CH:25]=[C:24]([N+:26]([O-:28])=[O:27])[CH:23]=[CH:22][C:21]=3Br)[C@H:14]2[CH3:30])[CH:6]=[C:7]([C:9]([F:12])([F:11])[F:10])[CH:8]=1.[CH3:33][CH:34]1[CH2:39][CH2:38][CH2:37][NH:36][CH2:35]1.C1(P(C2C=CC=CC=2)C2C=CC3C(=CC=CC=3)C=2C2C3C(=CC=CC=3)C=CC=2P(C2C=CC=CC=2)C2C=CC=CC=2)C=CC=CC=1.C(=O)([O-])[O-].[Cs+].[Cs+]>C([O-])(=O)C.[Pd+2].C([O-])(=O)C.C1COCC1>[F:1][C:2]([F:32])([F:31])[C:3]1[CH:4]=[C:5]([C@H:13]2[O:17][C:16](=[O:18])[N:15]([CH2:19][C:20]3[CH:25]=[C:24]([N+:26]([O-:28])=[O:27])[CH:23]=[CH:22][C:21]=3[N:36]3[CH2:37][CH2:38][CH2:39][CH:34]([CH3:33])[CH2:35]3)[C@H:14]2[CH3:30])[CH:6]=[C:7]([C:9]([F:12])([F:11])[F:10])[CH:8]=1 |f:3.4.5,6.7.8|. Procedure: (4S,5R)-5-[3,5-bis(trifluoromethyl)phenyl]-3-(2-bromo-5-nitrobenzyl)-4-methyl-1,3-oxazolidin-2-one (42 mg, 0.083 mmol), 3-methylpiperidine (13 mg, 0.126 mmol), palladium(II) acetate (1.0 mg, 5%), (±)-2,2′-bis(diphenylphosphino)-1,1′-binaphthalene (2-6 mg, 7.5%), cesium carbonate (55 mg, 0.17 mmol) and THF (1 mL) were sealed in a microwave vessel. The reaction mixture was irradiated by microwave at 150° C. for 1 hour. Reaction crude was purified by SiO2 to afford (4S,5R)-5-[3,5-bis(trifluoromethy... Starting materials: C1(=CC=CC=C1)P(=O)(C1=CC=CC=C1)N=[N+]=[N-] (diphenylphosphoryl azide), N12CCCCCC2=NCCC1 (1,8-diazabicyclo[5.4.0]undec-7-ene), IC(C)=CC[C@@H](O)C=1C=C2C=CC=NC2=CC1 ((5R)-2-iodo-5-(6-quinolyl)-5-hydroxy-2-pentene). Run in C(C)(=O)OCC (ethyl acetate), C1(=CC=CC=C1)C (toluene). Yields the product N(=[N+]=[N-])[C@@H](CC=C(C)I)C=1C=C2C=CC=NC2=CC1 ((5S)-5-azido-2-iodo-5-(6-quinolyl)-2-pentene). As a reaction SMILES: [I:1][C:2](=[CH:4][CH2:5][C@H:6]([C:8]1[CH:9]=[C:10]2[C:15](=[CH:16][CH:17]=1)[N:14]=[CH:13][CH:12]=[CH:11]2)O)[CH3:3].C1(P([N:32]=[N+:33]=[N-:34])(C2C=CC=CC=2)=O)C=CC=CC=1.N12CCCN=C1CCCCC2>C1(C)C=CC=CC=1.C(OCC)(=O)C>[N:32]([C@H:6]([C:8]1[CH:9]=[C:10]2[C:15](=[CH:16][CH:17]=1)[N:14]=[CH:13][CH:12]=[CH:11]2)[CH2:5][CH:4]=[C:2]([I:1])[CH3:3])=[N+:33]=[N-:34]. Procedure details: A solution of (5R)-2-iodo-5-(6-quinolyl)-5-hydroxy-2-pentene (1.74 g) in 30 mL of toluene is cooled to 0° C. and treated with diphenylphosphoryl azide (1.65 g) and 1,8-diazabicyclo[5.4.0]undec-7-ene (0.91 g) for 2 hours. The mix is warmed to ambient temperature and diluted with ethyl acetate. The solution is washed sequentially with water, sat. NaHCO3, and brine, then dried over MgSO4, filtered, and evaporated. The product is purified by SiO2 chromatography. Reactants: C(CCCCCCCCCCC)(=O)N(C1=CC=CC=C1)OCC (N-dodecanoyl-p-ethoxyaminobenzene), B.C1CCOC1 (Borane THF), amine. Solvent: C(C)N(CC)CC (triethylamine). Reaction conditions: time 20 hour. Yields the product C(CCCCCCCCCCC)NC1=CC=C(C=C1)OCC (N-dodecyl-p-ethoxy-aminobenzene). The yield is 75.0%. RXN SMILES: [C:1]([N:14](OCC)[C:15]1[CH:20]=[CH:19][CH:18]=[CH:17][CH:16]=1)(=O)[CH2:2][CH2:3][CH2:4][CH2:5][CH2:6][CH2:7][CH2:8][CH2:9][CH2:10][CH2:11][CH3:12].B.C1C[O:28][CH2:27][CH2:26]1>C(N(CC)CC)C>[CH2:1]([NH:14][C:15]1[CH:16]=[CH:17][C:18]([O:28][CH2:27][CH3:26])=[CH:19][CH:20]=1)[CH2:2][CH2:3][CH2:4][CH2:5][CH2:6][CH2:7][CH2:8][CH2:9][CH2:10][CH2:11][CH3:12] |f:1.2|. Procedure details: N-dodecanoyl-p-ethoxyaminobenzene (6g, 0.019 mole) was placed in a 250 ml round-bottom flask with Borane/THF complex (50 ml, 1M solution in tetrahydrofuran, stabilized with 5 mole percent sodium borohydride). The flask was flushed with nitrogen, stoppered with a drierite tube and allowed to stand at room temperature for 20 hours. Water was then added slowly to react with excess diborane. Formation of the amine salt was avoided by refluxing the reaction mixture with triethylamine (5 ml) for one h... Reaction SMILES: [OH:1][N:2]=[C:3](Cl)[C:4]1[C:8]([NH:9][CH2:10][CH2:11][O:12][CH3:13])=[N:7][O:6][N:5]=1.[F:15][C:16]([F:25])([F:24])[C:17]1[CH:18]=[C:19]([CH:21]=[CH:22][CH:23]=1)[NH2:20].C(=O)(O)[O-].[Na+].C(OCC)(=O)C>O.[Cl-].[Na+].O>[OH:1][N:2]=[C:3]([C:4]1[C:8]([NH:9][CH2:10][CH2:11][O:12][CH3:13])=[N:7][O:6][N:5]=1)[NH:20][C:19]1[CH:21]=[CH:22][CH:23]=[C:17]([C:16]([F:15])([F:24])[F:25])[CH:18]=1 |f:2.3,6.7.8|. The reactants are C([O-])(O)=O.[Na+] (sodium bicarbonate), C(C)(=O)OCC (Ethyl acetate), ON=C(C1=NON=C1NCCOC)Cl (N-Hydroxy-4-[(2-methoxyethyl)amino]-1,2,5-oxadiazole-3-carboximidoyl chloride), FC(C=1C=C(N)C=CC1)(F)F (3-(trifluoromethyl)aniline). Procedure: N-Hydroxy-4-[(2-methoxyethyl)amino]-1,2,5-oxadiazole-3-carboximidoyl chloride (1.3 g, 5.0 mmol) [made according to Example 1, steps A through E] was stirred in water (10 mL) and warmed to 60° C. for 5 minutes. 3-(trifluoromethyl)aniline [Aldrich, product #A41801] (880 mg, 5.5 mmol) was added in one portion and the reaction stirred for 15 minutes. While remaining at 60° C., a solution of sodium bicarbonate (630 mg, 7.5 mmol) in water (10 mL) was added dropwise over 5 minutes. The reaction was sti... Reaction conditions: temperature 60 celsius, time 15 minute. Yield: 81.1%. Product: ON=C(NC1=CC(=CC=C1)C(F)(F)F)C1=NON=C1NCCOC (N′-hydroxy-4-[(2-methoxyethyl)amino]-N-[3-(trifluoromethyl)phenyl]-1,2,5-oxadiazole-3-carboximidamide). Run in O (water), [Cl-].[Na+].O (brine), O (water). Reactants: COc1ccc(B(O)O)cc1, CN(C)C=O, Cl, O=C(CC1CN2CCC1CC2)Nc1ccc(Br)cc1, [Na+], [Na+], O=C([O-])[O-]. Yields the product Cl, COc1ccc(-c2ccc(NC(=O)CC3CN4CCC3CC4)cc2)cc1. RXN SMILES: [CH3:21][O:22][c:23]1[cH:24][cH:25][c:26]([B:29]([OH:30])[OH:31])[cH:27][cH:28]1.[CH3:38][N:39]([CH3:40])[CH:41]=[O:42].[ClH:1].[N:2]12[CH2:3][CH:4]([CH2:10][C:11](=[O:12])[NH:13][c:14]3[cH:15][cH:16][c:17]([Br:20])[cH:18][cH:19]3)[CH:5]([CH2:6][CH2:7]1)[CH2:8][CH2:9]2.[Na+:32].[Na+:33].[O-:34][C:35](=[O:36])[O-:37]>>[ClH:1].[N:2]12[CH2:3][CH:4]([CH2:10][C:11](=[O:12])[NH:13][c:14]3[cH:15][cH:16][c:17](-[c:26]4[cH:25][cH:24][c:23]([O:22][CH3:21])[cH:28][cH:27]4)[cH:18][cH:19]3)[CH:5]([CH2:6][CH2:7]1)[CH2:8][CH2:9]2. Reactants: CC(C)(C)O, CC(C)(C)OC(=O)OC(=O)[O-], NC1CCN(Cc2ccccc2)C1, [Na+], [OH-]. Product: CC(C)(C)OC(=O)NC1CCN(Cc2ccccc2)C1. RXN SMILES: [C:14]([OH:15])([CH3:16])([CH3:17])[CH3:18].[C:19]([CH3:20])([CH3:21])([CH3:22])[O:23][C:24](=[O:25])[O:26][C:27]([O-:28])=[O:29].[CH2:1]([c:2]1[cH:3][cH:4][cH:5][cH:6][cH:7]1)[N:8]1[CH2:9][CH2:10][CH:11]([NH2:13])[CH2:12]1.[Na+:31].[OH-:30]>>[CH2:1]([c:2]1[cH:3][cH:4][cH:5][cH:6][cH:7]1)[N:8]1[CH2:9][CH2:10][CH:11]([NH:13][C:24]([O:23][C:19]([CH3:20])([CH3:21])[CH3:22])=[O:25])[CH2:12]1.